This data is from the Open Reaction Database (ORD), a public repository of structured organic reaction records. The task is: describe an organic reaction: reactants, conditions, products, and yield The reactants are O=C([O-])CI, CI, [Na+], [Na+], [OH-], O, CC(O)C(O)C1OC(C)(C)OC1CO. Product: CC(O)C(O)C1OC(C)(C)OC1COCC(=O)O. Reaction SMILES: [I:15][CH2:16][C:17](=[O:18])[O-:19].[I:23][CH3:24].[Na+:20].[Na+:22].[OH-:21].[OH2:25].[OH:1][CH2:2][CH:3]1[O:4][C:5]([CH3:13])([CH3:14])[O:6][CH:7]1[CH:8]([CH:9]([CH3:10])[OH:11])[OH:12]>>[O:1]([CH2:2][CH:3]1[O:4][C:5]([CH3:13])([CH3:14])[O:6][CH:7]1[CH:8]([CH:9]([CH3:10])[OH:11])[OH:12])[CH2:16][C:17](=[O:18])[OH:19]. The reactants are C(#N)C=1C=C2C(=CNC2=CC1)CCCN1CCN(CC1)C1=CC2=C(OCCO2)C=C1 (6-[4-(3-(5-cyanoindol-3-yl)propyl)piperazino]-1,4-benzodioxane), [OH-].[Na+] (NaOH), C(C)OCCOCCO (diethylene glycol monoethyl ether). Run in O (water). Conditions: time 3 hour. Product: C(N)(=O)C=1C=C2C(=CNC2=CC1)CCCN1CCN(CC1)C1=CC2=C(OCCO2)C=C1 (6-[4-(3-(5-carbamoylindol-3-yl)propyl)piperazino]-1,4-benzodioxane). RXN SMILES: [C:1]([C:3]1[CH:4]=[C:5]2[C:9](=[CH:10][CH:11]=1)[NH:8][CH:7]=[C:6]2[CH2:12][CH2:13][CH2:14][N:15]1[CH2:20][CH2:19][N:18]([C:21]2[CH:30]=[CH:29][C:24]3[O:25][CH2:26][CH2:27][O:28][C:23]=3[CH:22]=2)[CH2:17][CH2:16]1)#[N:2].[OH-].[Na+].C([O:35]CCOCCO)C>O>[C:1]([C:3]1[CH:4]=[C:5]2[C:9](=[CH:10][CH:11]=1)[NH:8][CH:7]=[C:6]2[CH2:12][CH2:13][CH2:14][N:15]1[CH2:16][CH2:17][N:18]([C:21]2[CH:30]=[CH:29][C:24]3[O:25][CH2:26][CH2:27][O:28][C:23]=3[CH:22]=2)[CH2:19][CH2:20]1)(=[O:35])[NH2:2] |f:1.2|. Reported procedure: A mixture of 3.1 g of 6-[4-(3-(5-cyanoindol-3-yl)propyl)piperazino]-1,4-benzodioxane, 2.7 g of NaOH, 100 ml of water and 50 ml of diethylene glycol monoethyl ether is stirred at a bath temperature of 140° for 3 hours. It is cooled, worked up in the conventional manner and gives 6-[4-(3-(5-carbamoylindol-3-yl)propyl)piperazino]-1,4-benzodioxane. Reactants: ClC1=NC(=NC=C1)C1=CC=CC=C1 (4-chloro-2-phenyl-pyrimidine), C(=O)([O-])[O-].[K+].[K+] (K2CO3), N[C@H]1CN(CC1)C(=O)C1=C(C=CC(=C1)C)C(F)(F)F (((R)-3-Amino-pyrrolidin-1-yl)-(5-methyl-2-trifluoromethyl-phenyl)-methanone), N[C@H]1CN(CC1)C(=O)C1=C(C=CC(=C1)C)C(F)(F)F (((R)-3-Amino-pyrrolidin-1-yl)-(5-methyl-2-trifluoromethyl-phenyl)-methanone). The solvent is CN(C(C)=O)C (N,N-dimethylacetamide). Conditions: time 23 hour. Yields the product CC=1C=CC(=C(C1)C(=O)N1C[C@@H](CC1)NC1=NC(=NC=C1)C1=CC=CC=C1)C(F)(F)F ((5-Methyl-2-trifluoromethyl-phenyl)-[(R)-3-(2-phenyl-pyrimidin-4-ylamino)-pyrrolidin-1-yl]-methanone). Yield: 45.4%. Reaction SMILES: Cl[C:2]1[CH:7]=[CH:6][N:5]=[C:4]([C:8]2[CH:13]=[CH:12][CH:11]=[CH:10][CH:9]=2)[N:3]=1.[NH2:14][C@@H:15]1[CH2:19][CH2:18][N:17]([C:20]([C:22]2[CH:27]=[C:26]([CH3:28])[CH:25]=[CH:24][C:23]=2[C:29]([F:32])([F:31])[F:30])=[O:21])[CH2:16]1.C([O-])([O-])=O.[K+].[K+]>CN(C)C(=O)C>[CH3:28][C:26]1[CH:25]=[CH:24][C:23]([C:29]([F:32])([F:30])[F:31])=[C:22]([C:20]([N:17]2[CH2:18][CH2:19][C@@H:15]([NH:14][C:2]3[CH:7]=[CH:6][N:5]=[C:4]([C:8]4[CH:13]=[CH:12][CH:11]=[CH:10][CH:9]=4)[N:3]=3)[CH2:16]2)=[O:21])[CH:27]=1 |f:2.3.4|. Reported procedure: A solution of 30 mg (0.16 mmol) 4-chloro-2-phenyl-pyrimidine (CAS: 14790-42-2), 42.8 mg (0.16 mmol) ((R)-3-Amino-pyrrolidin-1-yl)-(5-methyl-2-trifluoromethyl-phenyl)-methanone (intermediate 13), 54.3 mg (0.39 mmol) K2CO3 and 6.5 mg (0.039 mmol) KI in 1 mL N,N-dimethylacetamide was heated in a 60° C. for 2 h, and at 100° C. for 23 h. The solvent was removed in vacuo. The residue was dissolved in ethyl acetate and washed twice with water. The organic layer was dried with Na2SO4 and filtered. The m... Reactants: COC(=O)C(CO)C(=O)OC(C)(C)C, CC(=O)OC(C)=O, CCN(C(C)C)C(C)C, ClCCl. Yields the product COC(=O)C(COC(C)=O)C(=O)OC(C)(C)C. As a reaction SMILES: [C:1]([CH3:2])([CH3:3])([CH3:4])[O:5][C:6](=[O:7])[CH:8]([C:9](=[O:10])[O:11][CH3:12])[CH2:13][OH:14].[CH3:24][C:25](=[O:26])[O:27][C:28](=[O:29])[CH3:30].[CH:15]([N:16]([CH2:17][CH3:18])[CH:19]([CH3:20])[CH3:21])([CH3:22])[CH3:23].[Cl:31][CH2:32][Cl:33]>>[C:1]([CH3:2])([CH3:3])([CH3:4])[O:5][C:6](=[O:7])[CH:8]([C:9](=[O:10])[O:11][CH3:12])[CH2:13][O:14][C:25]([CH3:24])=[O:26]. Product: C(C1=CC=CC=C1)OC(=O)NC=1C(N(C(=CC1)C1=C(C=CC=C1)Cl)CC(=O)NC(C(C(C(NCCC1=CC=CC=C1)=O)(F)F)O)C(C)C)=O (2-[3-Benzyloxycarbonylamino-6-(2-chlorophenyl)-2-oxo-1,2-dihydro-1-pyridyl]-N-[3,3-difluoro-2-hydroxy-1-isopropyl-3-(N-phenethylcarbamoyl)propyl]acetamide). Solvent: O (water). The reactants are C(C1=CC=CC=C1)OC(=O)NC=1C(N(C(=CC1)C1=C(C=CC=C1)Cl)CC(=O)NC(C(C(C(NCCC)=O)(F)F)O)C(C)C)=O (2-[3-Benzyloxycarbonylamino-6-(2-chlorophenyl)-2-oxo-1,2-dihydro-1-pyridyl]-N-[3,3-difluoro-2-hydroxy-1-isopropyl-3-(N-propylcarbamoyl)propyl]acetamide), C(CC1=CC=CC=C1)N (phenethylamine), Cl (hydrochloric acid). RXN SMILES: [CH2:1]([O:8][C:9]([NH:11][C:12]1[C:13](=[O:44])[N:14]([CH2:25][C:26]([NH:28][CH:29]([CH:41]([CH3:43])[CH3:42])[CH:30]([OH:40])[C:31]([F:39])([F:38])[C:32](=[O:37])[NH:33][CH2:34][CH2:35][CH3:36])=[O:27])[C:15]([C:18]2[CH:23]=[CH:22][CH:21]=[CH:20][C:19]=2[Cl:24])=[CH:16][CH:17]=1)=[O:10])[C:2]1[CH:7]=[CH:6][CH:5]=[CH:4][CH:3]=1.[CH2:45](N)[CH2:46][C:47]1C=CC=[CH:49][CH:48]=1.Cl>O>[CH2:1]([O:8][C:9]([NH:11][C:12]1[C:13](=[O:44])[N:14]([CH2:25][C:26]([NH:28][CH:29]([CH:41]([CH3:43])[CH3:42])[CH:30]([OH:40])[C:31]([F:38])([F:39])[C:32](=[O:37])[NH:33][CH2:34][CH2:35][C:36]2[CH:49]=[CH:48][CH:47]=[CH:46][CH:45]=2)=[O:27])[C:15]([C:18]2[CH:23]=[CH:22][CH:21]=[CH:20][C:19]=2[Cl:24])=[CH:16][CH:17]=1)=[O:10])[C:2]1[CH:3]=[CH:4][CH:5]=[CH:6][CH:7]=1. Procedure details: 2-[3-Benzyloxycarbonylamino-6-(2-chlorophenyl)-2-oxo-1,2-dihydro-1-pyridyl]-N-[3,3-difluoro-2-hydroxy-1-isopropyl-3-(N-propylcarbamoyl)propyl]acetamide was treated with phenethylamine using a method similar to that described in Example 1.h. except that the reaction mixture was diluted with water, and the pH was adjusted to 6-7 with 10% hydrochloric acid; the mixture was evaporated; and the residue was partitioned between ethyl acetate and water. The organic phase was washed (10% hydrochloric aci...